Dataset: the Open Reaction Database (ORD), a public repository of structured organic reaction records. Task: describe an organic reaction: reactants, conditions, products, and yield Starting materials: N1C=NC=2CN[C@@H](CC21)C(=O)OC (methyl (6S)-4,5,6,7-tetrahydro-imidazo[4,5-c]pyridine-6-carboxylate), CO (methanol). The reagents and catalysts are O=[Mn]=O (MnO2). The solvent is O1CCOCC1 (1,4-dioxane). Product: COC(=O)C1=CC2=C(C=N1)N=CN2 (Methyl-1H-imidazo[4,5-c]pyridine-6-carboxylate). Reaction SMILES: [NH:1]1[C:9]2[CH2:8][C@@H:7]([C:10]([O:12][CH3:13])=[O:11])[NH:6][CH2:5][C:4]=2[N:3]=[CH:2]1.CO>O1CCOCC1.O=[Mn]=O>[CH3:13][O:12][C:10]([C:7]1[N:6]=[CH:5][C:4]2[N:3]=[CH:2][NH:1][C:9]=2[CH:8]=1)=[O:11]. Procedure details: A mixture of 59.9 g methyl (6S)-4,5,6,7-tetrahydro-imidazo[4,5-c]pyridine-6-carboxylate and 172.5 g MnO2 in 2 l anhydrous 1,4-dioxane is refluxed for 4 hours. The reaction mixture is allowed to come to 60-70° C. whereupon 1 l methanol is slowly added. The suspension is filtered hot and the filtrate is concentrated under reduced pressure to give a first batch of the title product. The filter cake is washed with hot methanol (2 l) and concentrated under reduced pressure to a volume of about 50 ml.... Starting materials: [OH-].[Na+] (sodium hydroxide), S([O-])(O)=O.[Na+] (sodium bisulfite), [OH-].[Na+] (sodium hydroxide), ClC=1C=[N+](C=CC1)[O-] (3-chloro-pyridine-N-oxide), [H][H] (hydrogen). The product is N1=CC(=CC=C1)S(=O)(=O)O (pyridine-3-sulfonic acid). Procedure: 18.7 kg of sodium bisulfite were dissolved in 55.8 liters of water and the pH was adjusted to a pH of 9 to 9.5 with 14.4 kg of sodium hydroxide. To the solution were added 11.7 kg of raw 3-chloro-pyridine-N-oxide and the mixture was heated in an autoclave to 145° C. The reaction mixture was stirred at 145° C. for 17 hours (during the reaction, a pressure of 4 to 5 bars resulted). After completion of the reaction, cooling to 90° C. took place. 1 kg of sodium hydroxide (50 weight %) was added to a... RXN SMILES: [S:1](=[O:4])([OH:3])[O-:2].[Na+].[OH-].[Na+].Cl[C:9]1[CH:10]=[N+:11]([O-])[CH:12]=[CH:13][CH:14]=1.[H][H]>O.[Ni]>[N:11]1[CH:12]=[CH:13][CH:14]=[C:9]([S:1]([OH:3])(=[O:2])=[O:4])[CH:10]=1 |f:0.1,2.3|. Run at temperature 145 celsius, time 17 hour. The reagents and catalysts are [Ni] (Raney nickel). Run in O (water). The reactants are CCC(C(=O)O)N(C(=O)c1cn(-c2cc(C(F)(F)F)ccc2Cl)nc1C)c1ccc(OCC(C)(C)C)c(C#N)c1, CCO, [Na+], [OH-]. The product is Cc1nn(-c2cc(C(F)(F)F)ccc2Cl)cc1C(=O)N(CC(=O)O)c1ccc(OCC(C)(C)C)c(C#N)c1. Reaction SMILES: [CH2:1]([CH3:2])[CH:3]([N:4]([c:5]1[cH:6][c:7]([C:17]#[N:18])[c:8]([O:11][CH2:12][C:13]([CH3:14])([CH3:15])[CH3:16])[cH:9][cH:10]1)[C:19](=[O:20])[c:21]1[c:22]([CH3:37])[n:23][n:24](-[c:26]2[c:27]([Cl:36])[cH:28][cH:29][c:30]([C:32]([F:33])([F:34])[F:35])[cH:31]2)[cH:25]1)[C:38](=[O:39])[OH:40].[CH3:43][CH2:44][OH:45].[Na+:42].[OH-:41]>>[CH2:3]([N:4]([c:5]1[cH:6][c:7]([C:17]#[N:18])[c:8]([O:11][CH2:12][C:13]([CH3:14])([CH3:15])[CH3:16])[cH:9][cH:10]1)[C:19](=[O:20])[c:21]1[c:22]([CH3:37])[n:23][n:24](-[c:26]2[c:27]([Cl:36])[cH:28][cH:29][c:30]([C:32]([F:33])([F:34])[F:35])[cH:31]2)[cH:25]1)[C:38](=[O:39])[OH:40].